This data is from the Open Reaction Database (ORD), a public repository of structured organic reaction records. The task is: describe an organic reaction: reactants, conditions, products, and yield RXN SMILES: [Br:12][c:13]1[c:14]([CH2:15][OH:16])[cH:17][c:18]([O:21][CH3:22])[cH:19][cH:20]1.[CH2:23]([Cl:24])[Cl:25].[O:1]=[Cr:2]([Cl:3])([O-:4])=[O:5].[nH+:6]1[cH:7][cH:8][cH:9][cH:10][cH:11]1>>[Br:12][c:13]1[c:14]([CH:15]=[O:16])[cH:17][c:18]([O:21][CH3:22])[cH:19][cH:20]1. Product: COc1ccc(Br)c(C=O)c1. Reactants: COc1ccc(Br)c(CO)c1, ClCCl, O=[Cr](=O)([O-])Cl, c1cc[nH+]cc1. The reactants are Sc1ccc(Br)cc1, O=C([O-])[O-], CN(C)C=O, CCOCC, BrCC1CC1, [K+], [K+]. The product is Brc1ccc(SCC2CC2)cc1. RXN SMILES: [Br:1][c:2]1[cH:3][cH:4][c:5]([SH:8])[cH:6][cH:7]1.[C:9](=[O:10])([O-:11])[O-:12].[CH3:20][N:21]([CH3:22])[CH:23]=[O:24].[CH3:25][CH2:26][O:27][CH2:28][CH3:29].[CH:15]1([CH2:18][Br:19])[CH2:16][CH2:17]1.[K+:13].[K+:14]>>[Br:1][c:2]1[cH:3][cH:4][c:5]([S:8][CH2:18][CH:15]2[CH2:16][CH2:17]2)[cH:6][cH:7]1. Reactants: C(C)(C)(C)C1CCC(CC1)OC=1C(=C2C=CC(=CC2=CC1)[C@]1(NC(OC1)=O)C)C1=CC=C(C=C1)OC(F)(F)F ((R)-4-[6-(4-tert-Butyl-cyclohexyloxy)-5-(4-trifluoromethoxy-phenyl)-naphthalen-2-yl]-4-methyl-oxazolidin-2-one), C(C)O (ethanol), O.[OH-].[Li+] (lithium hydroxide, monohydrate), O (water). Run at temperature 80 celsius, time 8 hour. The product is N[C@](CO)(C)C1=CC2=CC=C(C(=C2C=C1)C1=CC=C(C=C1)OC(F)(F)F)O[C@@H]1CC[C@H](CC1)C(C)(C)C ((R)-2-amino-2-(6-(trans-4-tert-butylcyclohexyloxy)-5-(4-(trifluoromethoxy)phenyl)naphthalen-2-yl)propan-1-ol). Yield: 69.0%. As a reaction SMILES: [C:1]([CH:5]1[CH2:10][CH2:9][CH:8]([O:11][C:12]2[C:13]([C:29]3[CH:34]=[CH:33][C:32]([O:35][C:36]([F:39])([F:38])[F:37])=[CH:31][CH:30]=3)=[C:14]3[C:19](=[CH:20][CH:21]=2)[CH:18]=[C:17]([C@:22]2([CH3:28])[CH2:26][O:25]C(=O)[NH:23]2)[CH:16]=[CH:15]3)[CH2:7][CH2:6]1)([CH3:4])([CH3:3])[CH3:2].C(O)C.O.[OH-].[Li+].O>>[NH2:23][C@@:22]([C:17]1[CH:16]=[CH:15][C:14]2[C:19](=[CH:20][CH:21]=[C:12]([O:11][C@H:8]3[CH2:7][CH2:6][C@H:5]([C:1]([CH3:4])([CH3:3])[CH3:2])[CH2:10][CH2:9]3)[C:13]=2[C:29]2[CH:30]=[CH:31][C:32]([O:35][C:36]([F:38])([F:39])[F:37])=[CH:33][CH:34]=2)[CH:18]=1)([CH3:28])[CH2:26][OH:25] |f:2.3.4|. Reported procedure: (R)-4-[6-(4-tert-Butyl-cyclohexyloxy)-5-(4-trifluoromethoxy-phenyl)-naphthalen-2-yl]-4-methyl-oxazolidin-2-one (0.2041 g, 0.0003768 mol) was dissolved in ethanol (4.00 mL, 0.0685 mol) in a capped 40 mL EPA vial equipped with a magnetic stir bar. 4.2 M lithium hydroxide, monohydrate in water (2.00 mL, 0.00840 mol) was added and the mixture was stirred overnight at 80° C. HPLC analysis showed that the reaction was complete. The reaction mixture was concentrated to dryness under reduced pressure. T... The reactants are O=C(n1ccnc1)n1ccnc1, Cc1cc(C(=O)N2Cc3cnn(C)c3Nc3ccccc32)ccc1CN, CN(C)C=O, OCCN1CCNCC1. The product is Cc1cc(C(=O)N2Cc3cnn(C)c3Nc3ccccc32)ccc1CNC(=O)N1CCN(CCO)CC1. As a reaction SMILES: [C:1](=[O:2])([n:3]1[cH:4][cH:5][n:6][cH:7]1)[n:8]1[cH:9][cH:10][n:11][cH:12]1.[NH2:13][CH2:14][c:15]1[c:16]([CH3:38])[cH:17][c:18]([C:19](=[O:20])[N:21]2[CH2:22][c:23]3[c:24]([n:32]([CH3:35])[n:33][cH:34]3)[NH:25][c:26]3[c:27]2[cH:28][cH:29][cH:30][cH:31]3)[cH:36][cH:37]1.[O:48]=[CH:49][N:50]([CH3:51])[CH3:52].[OH:39][CH2:40][CH2:41][N:42]1[CH2:43][CH2:44][NH:45][CH2:46][CH2:47]1>>[C:1](=[O:2])([NH:13][CH2:14][c:15]1[c:16]([CH3:38])[cH:17][c:18]([C:19](=[O:20])[N:21]2[CH2:22][c:23]3[c:24]([n:32]([CH3:35])[n:33][cH:34]3)[NH:25][c:26]3[c:27]2[cH:28][cH:29][cH:30][cH:31]3)[cH:36][cH:37]1)[N:45]1[CH2:44][CH2:43][N:42]([CH2:41][CH2:40][OH:39])[CH2:47][CH2:46]1. Starting materials: S1C(=CC=C1)C(=O)OCC (ethyl thiophene-2-carboxylate), C(C)OCC (diethyl ether), C(C)[Mg]Br (ethylmagnesium bromide). Conditions: time 3 day. Yields the product OC(CC)(CC)C=1SC=CC1 (2-(3-Hydroxy-3-pentyl)thiophene). The yield is 99.0%. Reaction SMILES: [S:1]1[CH:5]=[CH:4][CH:3]=[C:2]1[C:6]([O:8]CC)=O.[CH2:11]([Mg]Br)[CH3:12].[CH2:15](OCC)[CH3:16]>>[OH:8][C:6]([C:2]1[S:1][CH:5]=[CH:4][CH:3]=1)([CH2:11][CH3:12])[CH2:15][CH3:16]. Procedure: To a stirred 0° C. mixture of ethyl thiophene-2-carboxylate (3.12 g, 20.0 mmol) in diethyl ether (100 ml) is added 1M ethylmagnesium bromide (60 ml, 60 mmol). The reaction is allowed to warm to RT and stirred for 3 d. The reaction is partitioned between Et2O and 1N NaHCO3. The organic layer was Na2SO4 dried and concentrated to give the title compound (3.4 g, 99%). Starting materials: [Br-], CNC(=O)C(C)(C)Br, CCCC[N+](CCCC)(CCCC)CCCC, CC(C)n1ncnc1-c1cn2c(n1)-c1ccc(C3CCNCC3)cc1OCC2, ClCCl, O=C(O)C(F)(F)F, [Na+], [OH-]. The product is CNC(=O)C(C)(C)N1CCC(c2ccc3c(c2)OCCn2cc(-c4ncnn4C(C)C)nc2-3)CC1. RXN SMILES: [Br-:46].[Br:3][C:4]([C:5](=[O:6])[NH:7][CH3:8])([CH3:9])[CH3:10].[CH3:47][CH2:48][CH2:49][CH2:50][N+:51]([CH2:52][CH2:53][CH2:54][CH3:55])([CH2:56][CH2:57][CH2:58][CH3:59])[CH2:60][CH2:61][CH2:62][CH3:63].[CH:18]([CH3:19])([CH3:20])[n:21]1[n:22][cH:23][n:24][c:25]1-[c:26]1[cH:27][n:28]2[c:34]([n:35]1)-[c:33]1[c:32]([cH:39][c:38]([CH:40]3[CH2:41][CH2:42][NH:43][CH2:44][CH2:45]3)[cH:37][cH:36]1)[O:31][CH2:30][CH2:29]2.[Cl:64][CH2:65][Cl:66].[F:11][C:12]([F:13])([F:14])[C:15]([OH:16])=[O:17].[Na+:2].[OH-:1]>>[C:4]([C:5](=[O:6])[NH:7][CH3:8])([CH3:9])([CH3:10])[N:43]1[CH2:42][CH2:41][CH:40]([c:38]2[cH:37][cH:36][c:33]3[c:32]([cH:39]2)[O:31][CH2:30][CH2:29][n:28]2[cH:27][c:26](-[c:25]4[n:21]([CH:18]([CH3:19])[CH3:20])[n:22][cH:23][n:24]4)[n:35][c:34]2-3)[CH2:45][CH2:44]1.